Dataset: the Open Reaction Database (ORD), a public repository of structured organic reaction records. Task: describe an organic reaction: reactants, conditions, products, and yield The reactants are FC=1C=C(C=C(C1NS(=O)(=O)C)F)C(C)NC(=O)C=1SC(=CC1)Br (5-bromo-thiophene-2-carboxylic acid [1-(3,5-difluoro-4-methanesulfonylamino-phenyl)-ethyl]-amide), CN1CCCC1=O (NMP), C(C)(C)C=1C=C(C=CC1)O (3-isopropylphenol), C(=O)([O-])[O-].[Cs+].[Cs+] (Cs2CO3). Reagents/catalysts: [Cu]I (CuI). Run in CCOC(=O)C (EtOAc), C(C)O (ethanol). Product: FC=1C=C(C=C(C1NS(=O)(=O)C)F)C(C)NC(=O)C=1SC(=CC1)OC1=CC(=CC=C1)C(C)C (5-(3-Isopropyl-phenoxy)-thiophene-2-carboxylic acid [1-(3,5-difluoro-4-methanesulfonylamino-phenyl)-ethyl]-amide). The yield is 3.6%. As a reaction SMILES: [F:1][C:2]1[CH:3]=[C:4]([CH:14]([NH:16][C:17]([C:19]2[S:20][C:21](Br)=[CH:22][CH:23]=2)=[O:18])[CH3:15])[CH:5]=[C:6]([F:13])[C:7]=1[NH:8][S:9]([CH3:12])(=[O:11])=[O:10].[CH:25]([C:28]1[CH:29]=[C:30]([OH:34])[CH:31]=[CH:32][CH:33]=1)([CH3:27])[CH3:26].C([O-])([O-])=O.[Cs+].[Cs+].CN1C(=O)CCC1>CCOC(C)=O.[Cu]I.C(O)C>[F:1][C:2]1[CH:3]=[C:4]([CH:14]([NH:16][C:17]([C:19]2[S:20][C:21]([O:34][C:30]3[CH:31]=[CH:32][CH:33]=[C:28]([CH:25]([CH3:27])[CH3:26])[CH:29]=3)=[CH:22][CH:23]=2)=[O:18])[CH3:15])[CH:5]=[C:6]([F:13])[C:7]=1[NH:8][S:9]([CH3:12])(=[O:11])=[O:10] |f:2.3.4|. Procedure: In a 5 ml glass tube were placed 5-bromo-thiophene-2-carboxylic acid [1-(3,5-difluoro-4-methanesulfonylamino-phenyl)-ethyl]-amide (50 mg, 0.14 mmol), 3-isopropylphenol (62 mg, 0.27 mmol), CuI (5 mg, weight of 10%), Cs2CO3 (88 mg, 0.27 mmol), NMP (1 mL), ethanol (1 mL), and a magnetic stir bar. The vial was sealed with septum and placed into the Microwave cavity. The vial was irradiated in a Microwave synthesizer at 195° C. for 120 min. The mixture was diluted with EtOAc and washed with 1N HCl an... Reactants: C1COCCO1, Cl, CC(Oc1c(N)ncc2c(-c3cnn(C4CCN(C(=O)OC(C)(C)C)CC4)c3)coc12)c1c(Cl)c(F)cc(F)c1Cl. Product: CC(Oc1c(N)ncc2c(-c3cnn(C4CCNCC4)c3)coc12)c1c(Cl)c(F)cc(F)c1Cl. As a reaction SMILES: [CH2:43]1[O:44][CH2:45][CH2:46][O:47][CH2:48]1.[ClH:42].[NH2:1][c:2]1[c:3]([O:29][CH:30]([CH3:31])[c:32]2[c:33]([Cl:41])[c:34]([F:40])[cH:35][c:36]([F:39])[c:37]2[Cl:38])[c:4]2[c:5]([cH:6][n:7]1)[c:8](-[c:11]1[cH:12][n:13][n:14]([CH:16]3[CH2:17][CH2:18][N:19]([C:22]([O:23][C:24]([CH3:25])([CH3:26])[CH3:27])=[O:28])[CH2:20][CH2:21]3)[cH:15]1)[cH:9][o:10]2>>[NH2:1][c:2]1[c:3]([O:29][CH:30]([CH3:31])[c:32]2[c:33]([Cl:41])[c:34]([F:40])[cH:35][c:36]([F:39])[c:37]2[Cl:38])[c:4]2[c:5]([cH:6][n:7]1)[c:8](-[c:11]1[cH:12][n:13][n:14]([CH:16]3[CH2:17][CH2:18][NH:19][CH2:20][CH2:21]3)[cH:15]1)[cH:9][o:10]2. The reactants are COC(C1=C(C=C(C=C1)Cl)N)=O (2-Amino-4-chloro-benzoic acid methyl ester), BrBr (bromine). Solvent: C(C)OCC (ethyl ether), CC(=O)O (HOAc). Yields the product COC(C1=C(C=C(C(=C1)Br)Cl)N)=O (2-Amino-5-bromo-4-chloro-benzoic acid methyl ester). Yield: 78.6%. RXN SMILES: [CH3:1][O:2][C:3](=[O:12])[C:4]1[CH:9]=[CH:8][C:7]([Cl:10])=[CH:6][C:5]=1[NH2:11].[Br:13]Br>CC(O)=O.C(OCC)C>[CH3:1][O:2][C:3](=[O:12])[C:4]1[CH:9]=[C:8]([Br:13])[C:7]([Cl:10])=[CH:6][C:5]=1[NH2:11]. Procedure details: To a solution of 2-Amino-4-chloro-benzoic acid methyl ester (1.85 g, 10.0 mmole) in HOAc (20.0 ml) was injected bromine (0.512 ml, 10.0 mmole) dropwise. The reaction was stirred at room temperature for an hour. The mixture was diluted with ethyl ether (200 ml) and then the solvents were decanted. The residue was partitioned between ethyl acetate (200 ml) and 0.100N NaOH(aq) (200 ml). After separated the two layers, the organic layer was dried over Na2SO4, filtered and concentrated to provide the... Reactants: C(C)(C)(C)C1=NOC(=C1)NC(OC)=O (methyl 3-t-butyl-5-isoxazolylcarbamate), S(=O)(=O)(Cl)Cl (sulfuryl chloride), resultant mixture. Run in C(Cl)Cl (methylene chloride). Product: C(C)(C)(C)C1=NOC(=C1Cl)NC(OC)=O (methyl 3-t-butyl-4-chloro-5-isoxazolylcarbamate). Yield: 102.5%. As a reaction SMILES: [C:1]([C:5]1[CH:9]=[C:8]([NH:10][C:11](=[O:14])[O:12][CH3:13])[O:7][N:6]=1)([CH3:4])([CH3:3])[CH3:2].S(Cl)([Cl:18])(=O)=O>C(Cl)Cl>[C:1]([C:5]1[C:9]([Cl:18])=[C:8]([NH:10][C:11](=[O:14])[O:12][CH3:13])[O:7][N:6]=1)([CH3:4])([CH3:2])[CH3:3]. Reported procedure: To a solution of methyl 3-t-butyl-5-isoxazolylcarbamate (2.56 g) in methylene chloride (13 ml), sulfuryl chloride (1.81 g) is added dropwise, and the resultant mixture is refluxed for 2 hours. The reaction mixture is evaporated to remove the solvent, whereby methyl 3-t-butyl-4-chloro-5-isoxazolylcarbamate (3.08 g) is obtained as an oil. IR: 1748, 1642 cm-1 (CC14). Reactants: C(C1=CC=CC=C1)O[C@@H]1[C@](O[C@@]([C@@H]([C@H]1OCC1=CC=CC=C1)OCC1=CC=CC=C1)(OC)C1=CC(=C(C=C1)C)CC=1SC(=CC1)C1=CC=C(C=C1)F)(C=O)CO ((2S,3S,4S,5R,6S)-3,4,5-tribenzyloxy-6-[3-[[5-(4-fluorophenyl)-2-thienyl]methyl]-4-methyl-phenyl]-2-(hydroxymethyl)-6-methoxy-tetrahydropyran-2-carbaldehyde), [BH4-].[Na+] (sodium borohydride). Run in mixed solution. Reaction conditions: time 1 hour. Product: C(C1=CC=CC=C1)O[C@@H]1C(O[C@@]([C@@H]([C@H]1OCC1=CC=CC=C1)OCC1=CC=CC=C1)(OC)C1=CC(=C(C=C1)C)CC=1SC(=CC1)C1=CC=C(C=C1)F)(CO)CO ([(3S,4S,5R,6S)-3,4,5-tribenzyloxy-6-[3-[[5-(4-fluorophenyl)-2-thienyl]methyl]-4-methyl-phenyl]-2-(hydroxymethyl)-6-methoxy-tetrahydropyran-2-yl]methanol). Isolated yield 25.8%. Reaction SMILES: [CH2:1]([O:8][C@H:9]1[C@H:14]([O:15][CH2:16][C:17]2[CH:22]=[CH:21][CH:20]=[CH:19][CH:18]=2)[C@@H:13]([O:23][CH2:24][C:25]2[CH:30]=[CH:29][CH:28]=[CH:27][CH:26]=2)[C@@:12]([C:33]2[CH:38]=[CH:37][C:36]([CH3:39])=[C:35]([CH2:40][C:41]3[S:42][C:43]([C:46]4[CH:51]=[CH:50][C:49]([F:52])=[CH:48][CH:47]=4)=[CH:44][CH:45]=3)[CH:34]=2)([O:31][CH3:32])[O:11][C@:10]1([CH2:55][OH:56])[CH:53]=[O:54])[C:2]1[CH:7]=[CH:6][CH:5]=[CH:4][CH:3]=1.[BH4-].[Na+]>>[CH2:1]([O:8][C@H:9]1[C@H:14]([O:15][CH2:16][C:17]2[CH:18]=[CH:19][CH:20]=[CH:21][CH:22]=2)[C@@H:13]([O:23][CH2:24][C:25]2[CH:30]=[CH:29][CH:28]=[CH:27][CH:26]=2)[C@@:12]([C:33]2[CH:38]=[CH:37][C:36]([CH3:39])=[C:35]([CH2:40][C:41]3[S:42][C:43]([C:46]4[CH:51]=[CH:50][C:49]([F:52])=[CH:48][CH:47]=4)=[CH:44][CH:45]=3)[CH:34]=2)([O:31][CH3:32])[O:11][C:10]1([CH2:53][OH:54])[CH2:55][OH:56])[C:2]1[CH:3]=[CH:4][CH:5]=[CH:6][CH:7]=1 |f:1.2|. Procedure: (2S,3S,4S,5R,6S)-3,4,5-tribenzyloxy-6-[3-[[5-(4-fluorophenyl)-2-thienyl]methyl]-4-methyl-phenyl]-2-(hydroxymethyl)-6-methoxy-tetrahydropyran-2-carbaldehyde 91 (2.0 g, 2.1 mmol) was dissolved in 30 mL of mixed solution (THF and MeOH, v:v=1:20), followed by addition of sodium borohydride (238 mg, 6.3 mmol) in batch. The reaction mixture was stirred for 1 hour. Thereafter, the reaction mixture was concentrated under reduced pressure and the resulting residue was purified by silica gel chromatograph... Reactants: CC(CN(CC(C)O)N=O)O (DIPN), O(O)C(C)(C)C1=CC2=CC=C(C=C2C=C1)C(C)(C)OO (2,6-bis(2-hydroperoxy-2-propyl)naphthalene). The product is OC(C)(C)C1=CC2=CC=C(C=C2C=C1)C(C)(C)OO (2-(2-hydroxy-2-propyl)-6-(2-hydroperoxy-2-propyl)-naphthalene), OC(C)(C)C1=CC2=CC=C(C=C2C=C1)C(C)(C)O (2,6-bis(2-hydroxy-2-propyl)naphthalene), O(O)C(C)(C)C1=CC2=CC=C(C=C2C=C1)C(C)C (2-(2-hydroperoxy-2-propyl)-6-isopropylnaphthalene), OC(C)(C)C1=CC2=CC=C(C=C2C=C1)C(C)C (2-(2-hydroxy-2-propyl)-6-isopropylnaphthalene). Reaction SMILES: CC(O)CN(N=O)CC(O)C.[O:12]([C:14]([C:17]1[CH:26]=[CH:25][C:24]2[C:19](=[CH:20][CH:21]=[C:22]([C:27]([O:30]O)([CH3:29])[CH3:28])[CH:23]=2)[CH:18]=1)([CH3:16])[CH3:15])[OH:13]>>[OH:30][C:27]([C:22]1[CH:21]=[CH:20][C:19]2[C:24](=[CH:25][CH:26]=[C:17]([C:14]([O:12][OH:13])([CH3:16])[CH3:15])[CH:18]=2)[CH:23]=1)([CH3:28])[CH3:29].[OH:12][C:14]([C:17]1[CH:26]=[CH:25][C:24]2[C:19](=[CH:20][CH:21]=[C:22]([C:27]([OH:30])([CH3:29])[CH3:28])[CH:23]=2)[CH:18]=1)([CH3:16])[CH3:15].[O:12]([C:14]([C:17]1[CH:26]=[CH:25][C:24]2[C:19](=[CH:20][CH:21]=[C:22]([CH:27]([CH3:29])[CH3:28])[CH:23]=2)[CH:18]=1)([CH3:16])[CH3:15])[OH:13].[OH:12][C:14]([C:17]1[CH:26]=[CH:25][C:24]2[C:19](=[CH:20][CH:21]=[C:22]([CH:27]([CH3:29])[CH3:28])[CH:23]=2)[CH:18]=1)([CH3:16])[CH3:15]. Procedure: The DIPN conversion was 92.8 mol %, and the yield of 2,6-bis(2-hydroperoxy-2-propyl)naphthalene was 33.4 mol %. In addition, 2-(2-hydroxy-2-propyl)-6-(2-hydroperoxy-2-propyl)-naphthalene, 2,6-bis(2-hydroxy-2-propyl)naphthalene, 2-(2-hydroperoxy-2-propyl)-6-isopropylnaphthalene, and 2-(2-hydroxy-2-propyl)-6-isopropylnaphthalene were produced in yields of 19.1 mol %, 3.3 mol %, 25.2 mol %, and 8.9 mol %, respectively. The conversion of the isopropyl groups was 75.8 mol %. Procedure details: Using (5-bromopyrazin-2-yl)[4-(3,5-dimethylpyridin-2-yl)piperazin-1-yl]methanone (188 mg) described in Preparation Example 232 and 1-acetylimidazolidin-2-one (64 mg) and by the reaction and treatment in the same manner as in Example 511, the title compound (93 mg) was obtained. Yield: 44.0%. Starting materials: BrC=1N=CC(=NC1)C(=O)N1CCN(CC1)C1=NC=C(C=C1C)C ((5-bromopyrazin-2-yl)[4-(3,5-dimethylpyridin-2-yl)piperazin-1-yl]methanone), C(C)(=O)N1C(NCC1)=O (1-acetylimidazolidin-2-one). RXN SMILES: Br[C:2]1[N:3]=[CH:4][C:5]([C:8]([N:10]2[CH2:15][CH2:14][N:13]([C:16]3[C:21]([CH3:22])=[CH:20][C:19]([CH3:23])=[CH:18][N:17]=3)[CH2:12][CH2:11]2)=[O:9])=[N:6][CH:7]=1.[C:24]([N:27]1[CH2:31][CH2:30][NH:29][C:28]1=[O:32])(=[O:26])[CH3:25]>>[C:24]([N:27]1[CH2:31][CH2:30][N:29]([C:2]2[CH:7]=[N:6][C:5]([C:8]([N:10]3[CH2:15][CH2:14][N:13]([C:16]4[C:21]([CH3:22])=[CH:20][C:19]([CH3:23])=[CH:18][N:17]=4)[CH2:12][CH2:11]3)=[O:9])=[CH:4][N:3]=2)[C:28]1=[O:32])(=[O:26])[CH3:25]. Product: C(C)(=O)N1C(N(CC1)C1=NC=C(N=C1)C(=O)N1CCN(CC1)C1=NC=C(C=C1C)C)=O (1-acetyl-3-{5-[4-(3,5-dimethylpyridin-2-yl)piperazine-1-carbonyl]pyrazin-2-yl}imidazolidin-2-one).